Dataset: the Open Reaction Database (ORD), a public repository of structured organic reaction records. Task: describe an organic reaction: reactants, conditions, products, and yield Starting materials: CI (MeI), C(=O)([O-])[O-].[K+].[K+] (K2CO3), IC=1C=C2C=CNC2=CC1 (5-Iodoindole). The solvent is CCOC(=O)C (EtOAc), CN(C)C=O (DMF). Yields the product IC=1C=C2C=CN(C2=CC1)C (5-iodo-1-methyl-1H-indole). RXN SMILES: [I:1][C:2]1[CH:3]=[C:4]2[C:8](=[CH:9][CH:10]=1)[NH:7][CH:6]=[CH:5]2.CI.[C:13]([O-])([O-])=O.[K+].[K+]>CN(C=O)C.CCOC(C)=O>[I:1][C:2]1[CH:3]=[C:4]2[C:8](=[CH:9][CH:10]=1)[N:7]([CH3:13])[CH:6]=[CH:5]2 |f:2.3.4|. Procedure: 5-Iodoindole (4.8 g, 20 mmol) was stirred in dry DMF (20 ml) containing MeI (8.5 g, 60 mmol) and K2CO3 (13.8 g, 100 mmol) for overnight at 55° C. The reaction mixture was diluted with EtOAc and passed through celite plug. The illiterate was evaporated to dryness and then oil was further purified by small flash column, Yield (90%). 1H NMR (300 MHz, CDCl3) δ: 3.75 (s, 3H, NMe), 6.39 (d, J=3.0, 1H), 6.98 (d, J=3.0, 1H), 7.07 (d, J=9.0, 1H), 7.44 (dd, J1=9.0, J2=1.2, 1H), 7.93 (d, J=1.2, 1H).